From a dataset of the Open Reaction Database (ORD), a public repository of structured organic reaction records. describe an organic reaction: reactants, conditions, products, and yield The reactants are COC(C1=C(C=C(C(=C1)Br)Cl)NC(=O)OC(C)C)=O (5-Bromo-4-chloro-2-isopropoxycarbonylamino-benzoic acid methyl ester), C([O-])([O-])=O.[Cs+].[Cs+] (cesium carbonate), BrCCCC(=O)OC (methyl 4-bromobutyrate). Solvent: C(C)(=O)OCC (ethyl acetate), CN(C)C=O (DMF). Run at temperature 60 celsius. The product is COC(C1=C(C=C(C(=C1)Br)Cl)N(CCCC(=O)OC)C(=O)OC(C)C)=O (5-Bromo-4-chloro-2-[isopropoxycarbonyl-(3-methoxycarbonyl-propyl)-amino]-benzoic acid methyl ester). The yield is 85.8%. RXN SMILES: [CH3:1][O:2][C:3](=[O:19])[C:4]1[CH:9]=[C:8]([Br:10])[C:7]([Cl:11])=[CH:6][C:5]=1[NH:12][C:13]([O:15][CH:16]([CH3:18])[CH3:17])=[O:14].C(=O)([O-])[O-].[Cs+].[Cs+].Br[CH2:27][CH2:28][CH2:29][C:30]([O:32][CH3:33])=[O:31]>CN(C=O)C.C(OCC)(=O)C>[CH3:1][O:2][C:3](=[O:19])[C:4]1[CH:9]=[C:8]([Br:10])[C:7]([Cl:11])=[CH:6][C:5]=1[N:12]([C:13]([O:15][CH:16]([CH3:17])[CH3:18])=[O:14])[CH2:27][CH2:28][CH2:29][C:30]([O:32][CH3:33])=[O:31] |f:1.2.3|. Procedure: To a mixture of 5-Bromo-4-chloro-2-isopropoxycarbonylamino-benzoic acid methyl ester (2.52 g, 7.19 mmol) and cesium carbonate (4.68 g, 14.4 mmol) in DMF (35 ml) under nitrogen was added methyl 4-bromobutyrate (2.60 g, 14.4 mmol) dropwise. The reaction mixture was heated to 60° C. for 4 hours and then cooled to room temperature. The mixture was diluted with ethyl acetate (100 ml), and then washed with 0.1N HCl(aq) (100 ml) and brine (3×100 ml). The organic layer was dried over Na2SO4 and concentr...